From a dataset of the Open Reaction Database (ORD), a public repository of structured organic reaction records. describe an organic reaction: reactants, conditions, products, and yield The reactants are ClC1=C(C(=O)OC)C=CC(=C1)C=1C=NN(C1)C (2-Chloro-4-(1-methyl-1H-pyrazol-4-yl)-benzoic Acid, Methyl Ester), [OH-].[Na+] (sodium hydroxide), Cl (hydrochloric acid). The solvent is CO (methanol). The product is ClC1=C(C(=O)O)C=CC(=C1)C=1C=NN(C1)C (2-Chloro-4-(1-methyl-1H-pyrazol-4-yl)-benzoic Acid). As a reaction SMILES: [Cl:1][C:2]1[CH:11]=[C:10]([C:12]2[CH:13]=[N:14][N:15]([CH3:17])[CH:16]=2)[CH:9]=[CH:8][C:3]=1[C:4]([O:6]C)=[O:5].[OH-].[Na+].Cl>CO>[Cl:1][C:2]1[CH:11]=[C:10]([C:12]2[CH:13]=[N:14][N:15]([CH3:17])[CH:16]=2)[CH:9]=[CH:8][C:3]=1[C:4]([OH:6])=[O:5] |f:1.2|. Procedure details: To a solution of 2-chloro-4-(1-methyl-1H-pyrazol4-yl)-benzoic acid, methyl ester (6.25 ) from Example 113 in methanol (80 ml) was added 1N sodium hydroxide (30 ml). The reaction was heated under reflux for one hour. The volume of solvent was reduced in vacuo by three quarters and the residue treated with 2N hydrochloric acid at 0° C. A precipitate was filtered and dried in vacuo to yield 5.84 g the title compound, MS m/z: 237 [M+H]+. The reactants are COC=1C=C2CCC(=C(C2=CC1)C1=CC=C(C=C1)OC)/C=C/C(=O)O ((E)-3-[3,4-dihydro-6-methoxy-1-(4-methoxyphenyl)-2-naphthalenyl]-2-propenoic acid), [N+](=O)([O-])C1=CC=C(C=C1)O (4-nitrophenol), C1(CCCCC1)N=C=NC1CCCCC1 (1,3-dicyclohexylcarbodiimide). Run in ClCCl (dichloromethane). Yields the product [N+](=O)([O-])C1=CC=C(C=C1)OC(\C=C\C1=C(C2=CC=C(C=C2CC1)OC)C1=CC=C(C=C1)OC)=O ((E)-3-[3,4-dihydro-6-methoxy-1-(4-methoxyphenyl)-2-naphthalenyl]-2-propenoic acid 4-nitrophenyl ester). The yield is 43.3%. As a reaction SMILES: [CH3:1][O:2][C:3]1[CH:4]=[C:5]2[C:10](=[CH:11][CH:12]=1)[C:9]([C:13]1[CH:18]=[CH:17][C:16]([O:19][CH3:20])=[CH:15][CH:14]=1)=[C:8](/[CH:21]=[CH:22]/[C:23]([OH:25])=[O:24])[CH2:7][CH2:6]2.[N+:26]([C:29]1[CH:34]=[CH:33][C:32](O)=[CH:31][CH:30]=1)([O-:28])=[O:27].C1(N=C=NC2CCCCC2)CCCCC1>ClCCl>[N+:26]([C:29]1[CH:34]=[CH:33][C:32]([O:24][C:23](=[O:25])/[CH:22]=[CH:21]/[C:8]2[CH2:7][CH2:6][C:5]3[C:10](=[CH:11][CH:12]=[C:3]([O:2][CH3:1])[CH:4]=3)[C:9]=2[C:13]2[CH:18]=[CH:17][C:16]([O:19][CH3:20])=[CH:15][CH:14]=2)=[CH:31][CH:30]=1)([O-:28])=[O:27]. Reported procedure: As in Example 113, (E)-3-[3,4-dihydro-6-methoxy-1-(4-methoxyphenyl)-2-naphthalenyl]-2-propenoic acid (1.7 g) was reacted with 4-nitrophenol (0.775 g) in dichloromethane (25 mL) in the presence of 1,3-dicyclohexylcarbodiimide (1.04 g) overnight at room temperature. After the normal work up, the crude ester was triturated with diethyl ether and then crystallized from 2-propanol to give 1 g of (E)-3-[3,4-dihydro-6-methoxy-1-(4-methoxyphenyl)-2-naphthalenyl]-2-propenoic acid 4-nitrophenyl ester as a... Starting materials: [N+](=O)([O-])C1=CC=C(C=C1)S(=O)(=O)C=1C=CC2=C(C1)C=1CN(CCC1O2)C(=O)OC(C)(C)C (tert-butyl 8-(4-nitrophenylsulfonyl)-3,4-dihydrobenzofuro[3,2-c]pyridine-2(1H)-carboxylate), [Cl-].[NH4+] (ammonium chloride). Reagents/catalysts: [Fe] (iron). The solvent is C(C)O (ethanol), O (water). Product: NC1=CC=C(C=C1)S(=O)(=O)C=1C=CC2=C(C1)C=1CN(CCC1O2)C(=O)OC(C)(C)C (tert-butyl 8-(4-aminophenylsulfonyl)-3,4-dihydrobenzofuro[3,2-c]pyridine-2(1H)-carboxylate). Yield: 88.7%. Reaction SMILES: [N+:1]([C:4]1[CH:9]=[CH:8][C:7]([S:10]([C:13]2[CH:14]=[CH:15][C:16]3[O:25][C:24]4[CH2:23][CH2:22][N:21]([C:26]([O:28][C:29]([CH3:32])([CH3:31])[CH3:30])=[O:27])[CH2:20][C:19]=4[C:17]=3[CH:18]=2)(=[O:12])=[O:11])=[CH:6][CH:5]=1)([O-])=O.[Cl-].[NH4+]>C(O)C.O.[Fe]>[NH2:1][C:4]1[CH:9]=[CH:8][C:7]([S:10]([C:13]2[CH:14]=[CH:15][C:16]3[O:25][C:24]4[CH2:23][CH2:22][N:21]([C:26]([O:28][C:29]([CH3:32])([CH3:31])[CH3:30])=[O:27])[CH2:20][C:19]=4[C:17]=3[CH:18]=2)(=[O:11])=[O:12])=[CH:6][CH:5]=1 |f:1.2|. Procedure: To a solution of product from step A (96 mg, 0.20 mmol) in ethanol (4.0 mL) and water (2.0 mL) was added iron powder (57 mg, 1.02 mmol) and ammonium chloride (12 mg, 0.22 mmol). After refluxing for 3 h, the reaction mixture was filtered through a bed of celite and the celite bed washed repeatedly with ethyl acetate. The filtrate was dried over anhydrous sodium sulfate, filtered, and concentrated in vacuo to give a crude product which was purified by flash column chromatography (SiO2, 3:2 hexanes... Reactants: NCC1CN(c2ccc(C3=NNC(=O)CS3)c(F)c2)C(=O)O1, O=C(O)C1CC1. Reaction SMILES: [NH2:1][CH2:2][CH:3]1[CH2:4][N:5]([c:9]2[cH:10][c:11]([F:22])[c:12]([C:15]3=[N:20][NH:19][C:18](=[O:21])[CH2:17][S:16]3)[cH:13][cH:14]2)[C:6](=[O:8])[O:7]1.[OH:23][C:24](=[O:25])[CH:26]1[CH2:27][CH2:28]1>>[NH:1]([CH2:2][CH:3]1[CH2:4][N:5]([c:9]2[cH:10][c:11]([F:22])[c:12]([C:15]3=[N:20][NH:19][C:18](=[O:21])[CH2:17][S:16]3)[cH:13][cH:14]2)[C:6](=[O:8])[O:7]1)[C:24](=[O:23])[CH:26]1[CH2:27][CH2:28]1. The product is O=C1CSC(c2ccc(N3CC(CNC(=O)C4CC4)OC3=O)cc2F)=NN1. Starting materials: KHCO3, S(=O)(=O)(O)O.ONC(C)(C(C)(C)NO)C (2,3-bis-(hydroxyamino)-2,3-dimethylbutane sulfate), C(=O)C1=CC=C(C(=O)O)C=C1 (p-formylbenzoic acid). The solvent is O (water). Run at time 8 hour. Yields the product ON1C(N(C(C1(C)C)(C)C)O)C1=CC=C(C=C1)C(=O)O (1,3-dihydroxy-4,4,5,5-tetramethyl 2-(4-carboxyphenyl)imidazole). Isolated yield 60.4%. Reaction SMILES: S(O)(O)(=O)=O.[OH:6][NH:7][C:8]([CH3:15])([C:10]([NH:13][OH:14])([CH3:12])[CH3:11])[CH3:9].[CH:16]([C:18]1[CH:26]=[CH:25][C:21]([C:22]([OH:24])=[O:23])=[CH:20][CH:19]=1)=O>O>[OH:6][N:7]1[C:8]([CH3:15])([CH3:9])[C:10]([CH3:12])([CH3:11])[N:13]([OH:14])[CH:16]1[C:18]1[CH:26]=[CH:25][C:21]([C:22]([OH:24])=[O:23])=[CH:20][CH:19]=1 |f:0.1|. Reported procedure: 24.6 g of 2,3-bis-(hydroxyamino)-2,3-dimethylbutane sulfate was dissolved in 100 ml of water. After neutralized with 1M KHCO3 with cooling on ice, the solution was added with 15.0 g of p-formylbenzoic acid and was agitated overnight at room temperature. The precipitate was dried and 16.9 g of 1,3-dihydroxy-4,4,5,5-tetramethyl 2-(4-carboxyphenyl)imidazole (I) was obtained.